This data is from the Open Reaction Database (ORD), a public repository of structured organic reaction records. The task is: describe an organic reaction: reactants, conditions, products, and yield The reactants are CO, CCN(CC)c1ccc(Nc2cc(N(Cc3ccc(OC)cc3)C3CC3)c3ncc(C#N)n3n2)cc1, ClCCl, O=C(O)C(F)(F)F. The product is CCN(CC)c1ccc(Nc2cc(NC3CC3)c3ncc(C#N)n3n2)cc1. Reaction SMILES: [CH3:44][OH:45].[CH:1]1([N:4]([c:5]2[c:6]3[n:7]([n:8][c:9]([NH:11][c:12]4[cH:13][cH:14][c:15]([N:18]([CH2:19][CH3:20])[CH2:21][CH3:22])[cH:16][cH:17]4)[cH:10]2)[c:23]([C:26]#[N:27])[cH:24][n:25]3)[CH2:28][c:29]2[cH:30][cH:31][c:32]([O:33][CH3:34])[cH:35][cH:36]2)[CH2:2][CH2:3]1.[Cl:46][CH2:47][Cl:48].[F:37][C:38]([F:39])([F:40])[C:41]([OH:42])=[O:43]>>[CH:1]1([NH:4][c:5]2[c:6]3[n:7]([n:8][c:9]([NH:11][c:12]4[cH:13][cH:14][c:15]([N:18]([CH2:19][CH3:20])[CH2:21][CH3:22])[cH:16][cH:17]4)[cH:10]2)[c:23]([C:26]#[N:27])[cH:24][n:25]3)[CH2:2][CH2:3]1.